This data is from the Open Reaction Database (ORD), a public repository of structured organic reaction records. The task is: describe an organic reaction: reactants, conditions, products, and yield Starting materials: [Br-], O=C(O)CC1CCn2c1c(Sc1ccc(Cl)cc1)c1c(Br)cc(F)cc12, C1CCOC1, C[Mg+], [Li]C(C)CC, CC=O. Yields the product CC(O)c1cc(F)cc2c1c(Sc1ccc(Cl)cc1)c1n2CCC1CC(=O)O. RXN SMILES: [Br-:27].[Br:1][c:2]1[c:3]2[c:4]([S:19][c:20]3[cH:21][cH:22][c:23]([Cl:26])[cH:24][cH:25]3)[c:5]3[n:6]([c:7]2[cH:8][c:9]([F:11])[cH:10]1)[CH2:12][CH2:13][CH:14]3[CH2:15][C:16](=[O:17])[OH:18].[CH2:38]1[O:39][CH2:40][CH2:41][CH2:42]1.[CH3:28][Mg+:29].[CH:30]([Li:31])([CH2:32][CH3:33])[CH3:34].[CH:35]([CH3:36])=[O:37]>>[c:2]1([CH:35]([CH3:36])[OH:37])[c:3]2[c:4]([S:19][c:20]3[cH:21][cH:22][c:23]([Cl:26])[cH:24][cH:25]3)[c:5]3[n:6]([c:7]2[cH:8][c:9]([F:11])[cH:10]1)[CH2:12][CH2:13][CH:14]3[CH2:15][C:16](=[O:17])[OH:18]. The reactants are ClC=1C=C(C=C(C1)Cl)NCC(=O)N1C[C@@H](CCC1)N(CC(=O)N(C)C)C=1C2=C(N=CN1)N(C=C2)S(=O)(=O)C2=CC=C(C)C=C2 ((R)-2-((1-(2-(3,5-dichlorophenylamino) acetyl) piperidin-3-yl) (7-tosyl-7H-pyrrolo[2,3-d]pyrimidin-4-yl)amino)-N, N-dimethylacetamide), C(=O)([O-])[O-].[K+].[K+] (K2CO3). Run in CO (MeOH). The product is ClC=1C=C(C=C(C1)Cl)NCC(=O)N1C[C@@H](CCC1)N(CC(=O)N(C)C)C=1C2=C(N=CN1)NC=C2 ((R)-2-((1-(2-(3,5-dichlorophenylamino)acetyl)piperidin-3-yl)(7H-pyrrolo[2,3-d]pyrimidin-4-yl)amino)-N,N-dimethylacetamide). Yield: 40.8%. As a reaction SMILES: [Cl:1][C:2]1[CH:3]=[C:4]([NH:9][CH2:10][C:11]([N:13]2[CH2:18][CH2:17][CH2:16][C@@H:15]([N:19]([C:26]3[C:27]4[CH:34]=[CH:33][N:32](S(C5C=CC(C)=CC=5)(=O)=O)[C:28]=4[N:29]=[CH:30][N:31]=3)[CH2:20][C:21]([N:23]([CH3:25])[CH3:24])=[O:22])[CH2:14]2)=[O:12])[CH:5]=[C:6]([Cl:8])[CH:7]=1.C([O-])([O-])=O.[K+].[K+]>CO>[Cl:8][C:6]1[CH:5]=[C:4]([NH:9][CH2:10][C:11]([N:13]2[CH2:18][CH2:17][CH2:16][C@@H:15]([N:19]([C:26]3[C:27]4[CH:34]=[CH:33][NH:32][C:28]=4[N:29]=[CH:30][N:31]=3)[CH2:20][C:21]([N:23]([CH3:24])[CH3:25])=[O:22])[CH2:14]2)=[O:12])[CH:3]=[C:2]([Cl:1])[CH:7]=1 |f:1.2.3|. Procedure: A solution of (R)-2-((1-(2-(3,5-dichlorophenylamino) acetyl) piperidin-3-yl) (7-tosyl-7H-pyrrolo[2,3-d]pyrimidin-4-yl)amino)-N, N-dimethylacetamide (45 mg, 0.068 mmol) and K2CO3 (37 mg, 0.27 mmol) in MeOH (5 mL) was heated at 70° C. for 2 h. The solvent was then evaporated in vacuo to give a solid, which was purified by column chromatography (silica gel, gradient 0-3% methanol in chloroform) to afford the titled compound (14 mg, 41%). 1H NMR (400 MHz, CDCl3): δ 10.19 (s, 1H), 8.32 and 8.23 (2s, ... The reactants are N1(C=NC=C1)C1=CC=C(C=C1)/C=C/C(CCC(=O)O)=O ((E)-6-[4-(1H-imidazol-1-yl)phenyl]-4-oxo-5-hexenoic acid), O.NN (hydrazine hydrate). Solvent: C(C)O (ethanol). Yields the product N1(C=NC=C1)C1=CC=C(C=C1)C=CC=1CCC(NN1)=O (4,5-Dihydro-6-[2-[4-(1H-imidazol-1-yl)phenyl]-ethenyl]-3(2H)-pyridazinone). RXN SMILES: [N:1]1([C:6]2[CH:11]=[CH:10][C:9](/[CH:12]=[CH:13]/[C:14](=O)[CH2:15][CH2:16][C:17]([OH:19])=O)=[CH:8][CH:7]=2)[CH:5]=[CH:4][N:3]=[CH:2]1.O.[NH2:22][NH2:23]>C(O)C>[N:1]1([C:6]2[CH:11]=[CH:10][C:9]([CH:12]=[CH:13][C:14]3[CH2:15][CH2:16][C:17](=[O:19])[NH:22][N:23]=3)=[CH:8][CH:7]=2)[CH:5]=[CH:4][N:3]=[CH:2]1 |f:1.2|. Reported procedure: A solution of 2 g of (E)-6-[4-(1H-imidazol-1-yl)phenyl]-4-oxo-5-hexenoic acid in 60 ml of ethanol containing 0.5 g of 80% hydrazine hydrate is heated to reflux for three hours. The solution is concentrated to a small volume (ca 10 ml) and filtered. The residue is crystallized from THF/methanol to give 0.6 g of the 4,5-dihydro-pyridazinone, mp 230°-231° C. Starting materials: ClC(C(OC(C1=CSC=C1)C1=CC=C(C=C1)Br)=N)(Cl)Cl ((4-bromophenyl)(thien-3-yl)methyl 2,2,2-trichloroethanimidoate), C(#N)CNC([C@H](CC(C)C)O)=O ((2S)-N-(cyanomethyl)-2-hydroxy-4-methylpentanamide), C12(C(=O)CC(CC1)C2(C)C)CS(=O)(=O)O (camphorsulfonic acid), O (water). Solvent: ClCCl (dichloromethane). Conditions: time 8 hour. Product: BrC1=CC=C(C=C1)C(O[C@H](C(=O)NCC#N)CC(C)C)C1=CSC=C1 ((2S)-2-[(4-bromophenyl)(thien-3-yl)methoxy]-N-(cyanomethyl)-4-methylpentanamide). RXN SMILES: ClC(Cl)(Cl)C(=N)O[CH:5]([C:11]1[CH:16]=[CH:15][C:14]([Br:17])=[CH:13][CH:12]=1)[C:6]1[CH:10]=[CH:9][S:8][CH:7]=1.[C:21]([CH2:23][NH:24][C:25](=[O:32])[C@@H:26]([OH:31])[CH2:27][CH:28]([CH3:30])[CH3:29])#[N:22].C12(CS(O)(=O)=O)C(C)(C)C(CC1)CC2=O.O>ClCCl>[Br:17][C:14]1[CH:13]=[CH:12][C:11]([CH:5]([C:6]2[CH:10]=[CH:9][S:8][CH:7]=2)[O:31][C@@H:26]([CH2:27][CH:28]([CH3:29])[CH3:30])[C:25]([NH:24][CH2:23][C:21]#[N:22])=[O:32])=[CH:16][CH:15]=1. Procedure details: To a solution of (4-bromophenyl)(thien-3-yl)methyl 2,2,2-trichloroethanimidoate from step 2 (970 mg, 2.36 mmol) in dichloromethane (12 mL) was added (2S)-N-(cyanomethyl)-2-hydroxy-4-methylpentanamide (402 mg, 2.36 mmol) and camphorsulfonic acid (137 mg, 0.59 mmol). The reaction was stirred overnight at room temperature and the resulting mixture was poured into water. The aqueous layer was extracted 3 times with ethyl acetate. The combined organic layers were washed with brine, dried and evaporat... Starting materials: C([O-])([O-])=O.[Cs+].[Cs+] (caesium carbonate), C(C)OC(CCCN)=O (ethyl-4-aminobutyrate), C(N)(=O)[C@@H](CC)OS(=O)(=O)C (methanesulfonic acid (R)-1-carbamoyl-propyl ester). The solvent is C(C)#N (acetonitrile). Reaction conditions: temperature 60 celsius. The product is C(C)OC(CCCN[C@H](CC)C(N)=O)=O (ethyl-(R)-4-(1-carbamoylpropylamino)butyrate). RXN SMILES: C(=O)([O-])[O-].[Cs+].[Cs+].[CH2:7]([O:9][C:10](=[O:15])[CH2:11][CH2:12][CH2:13][NH2:14])[CH3:8].[C:16]([C@H:19](OS(C)(=O)=O)[CH2:20][CH3:21])(=[O:18])[NH2:17]>C(#N)C>[CH2:7]([O:9][C:10](=[O:15])[CH2:11][CH2:12][CH2:13][NH:14][C@@H:19]([C:16](=[O:18])[NH2:17])[CH2:20][CH3:21])[CH3:8] |f:0.1.2|. Procedure details: A mixture of powdered caesium carbonate (9.0 g, 27.4 mmol, 5 equiv.), ethyl-4-aminobutyrate (IVb) (1.85 g, 11.0 mmol, 2 equiv.) and methanesulfonic acid (R)-1-carbamoyl-propyl ester (IIi) (1.0 g, 5.5 mmol, 1 equiv.) in acetonitrile (20 ml, 20 vol.) is heated to 60° C. for 16 hours. The mixture is then filtered and the cake rinsed with acetonitrile (50 ml). Combined filtrates are concentrated to dryness under reducd pressure. The crude methyl-(R)-4-(1-carbamoylpropylamino)butyrate is used directl... The reactants are [N+](=O)([O-])C1=CC=C(C=C1)NC(CC(=O)OCC)=O (ethyl 3-[(4-nitrophenyl)amino]-3-oxopropanoate), C([O-])([O-])=O.[K+].[K+] (potassium carbonate), BrCCBr (1,2-dibromoethane). Run in CN(C=O)C (dimethylformamide). The product is [N+](=O)([O-])C1=CC=C(C=C1)NC(=O)C1(CC1)C(=O)OCC (ethyl 1-(4-nitrophenylaminocarbonyl)cyclopropanecarboxylate). Isolated yield 14.6%. As a reaction SMILES: [N+:1]([C:4]1[CH:9]=[CH:8][C:7]([NH:10][C:11](=[O:18])[CH2:12][C:13]([O:15][CH2:16][CH3:17])=[O:14])=[CH:6][CH:5]=1)([O-:3])=[O:2].C(=O)([O-])[O-].[K+].[K+].Br[CH2:26][CH2:27]Br>CN(C)C=O>[N+:1]([C:4]1[CH:5]=[CH:6][C:7]([NH:10][C:11]([C:12]2([C:13]([O:15][CH2:16][CH3:17])=[O:14])[CH2:27][CH2:26]2)=[O:18])=[CH:8][CH:9]=1)([O-:3])=[O:2] |f:1.2.3|. Reported procedure: In a manner similar to the procedure described in Example B except that a 100 milliliter three-necked Morton flask was used, 10.0 grams (39.6 mmol) of ethyl 3-[(4-nitrophenyl)amino]-3-oxopropanoate, 13.7 grams (99.1 mmol) of anhydrous potassium carbonate, 40 milliliters of anhydrous dimethylformamide and 3.4 milliliters (40.0 mmol) of 1,2-dibromoethane were reacted for a period of 7 days to give 1.6 grams (5.8 mmol) of ethyl 1-(4-nitrophenylaminocarbonyl)cyclopropanecarboxylate as a pale yellow ... Reactants: C#CC1OC(n2cnc3c(Cl)ncnc32)C(OC(C)=O)C1OC(C)=O, Cl, CN(C)C=O, On1nnc2ccccc21. Yields the product C#CC1OC(n2cnc3c(On4nnc5ccccc54)ncnc32)C(OC(C)=O)C1OC(C)=O. As a reaction SMILES: [C:1]([CH3:2])(=[O:3])[O:4][CH:5]1[CH:6]([n:16]2[c:17]3[n:18][cH:19][n:20][c:21]([Cl:25])[c:22]3[n:23][cH:24]2)[O:7][CH:8]([C:14]#[CH:15])[CH:9]1[O:10][C:11]([CH3:12])=[O:13].[ClH:36].[O:37]=[CH:38][N:39]([CH3:40])[CH3:41].[OH:26][n:27]1[n:28][n:29][c:30]2[c:31]1[cH:32][cH:33][cH:34][cH:35]2>>[C:1]([CH3:2])(=[O:3])[O:4][CH:5]1[CH:6]([n:16]2[c:17]3[n:18][cH:19][n:20][c:21]([O:26][n:27]4[n:28][n:29][c:30]5[c:31]4[cH:32][cH:33][cH:34][cH:35]5)[c:22]3[n:23][cH:24]2)[O:7][CH:8]([C:14]#[CH:15])[CH:9]1[O:10][C:11]([CH3:12])=[O:13].